From a dataset of the Open Reaction Database (ORD), a public repository of structured organic reaction records. describe an organic reaction: reactants, conditions, products, and yield Starting materials: [K] (potassium), C(C1=CC=CC=C1)OC(=O)C1(CN(CCC1)C(=O)OC(C)(C)C)C(=O)OCC1=CC=CC=C1 (piperidine-1,3,3-tricarboxylic acid 1-tert-butyl 3,3-dibenzyl ester), C(C)(=O)O (acetic acid). Run in O (water), CN(C=O)C (N,N-dimethylformamide). Yields the product C(C1=CC=CC=C1)OC(=O)C1(CN(CCC1)C(=O)OC(C)(C)C)C(=O)O (piperidine-1,3,3-tricarboxylic acid 1-tert-butyl 3-benzyl ester). As a reaction SMILES: [CH2:1]([O:8][C:9]([C:11]1([C:24]([O:26]CC2C=CC=CC=2)=[O:25])[CH2:16][CH2:15][CH2:14][N:13]([C:17]([O:19][C:20]([CH3:23])([CH3:22])[CH3:21])=[O:18])[CH2:12]1)=[O:10])[C:2]1[CH:7]=[CH:6][CH:5]=[CH:4][CH:3]=1.[K].C(O)(=O)C>CN(C)C=O.O>[CH2:1]([O:8][C:9]([C:11]1([C:24]([OH:26])=[O:25])[CH2:16][CH2:15][CH2:14][N:13]([C:17]([O:19][C:20]([CH3:22])([CH3:23])[CH3:21])=[O:18])[CH2:12]1)=[O:10])[C:2]1[CH:3]=[CH:4][CH:5]=[CH:6][CH:7]=1 |^1:33|. Reported procedure: To a solution of piperidine-1,3,3-tricarboxylic acid 1-tert-butyl 3,3-dibenzyl ester (3.59 g 7.9 mmol) in N,N-dimethylformamide (100 mL) cooled with a water/ice bath, is added dropwise a solution of potassium hydroxyde (0.68 g 85% 10 mmol) in water (29 mL). The mixture is further stirred with cooling for 2 h, then allowed to warm to room temperature and acidified with acetic acid (1.05 eq). After concentration under reduced pressure, the crude product is dissolved in diisopropyl oxyde, washed wi...